From a dataset of the Open Reaction Database (ORD), a public repository of structured organic reaction records. describe an organic reaction: reactants, conditions, products, and yield Starting materials: FC1=CC=C(CNC(C2=CC=C(C=C2)S(=O)(=O)N2C=C(C3=CC=CC=C23)B2OC(C(O2)(C)C)(C)C)=O)C=C1 (N-(4-Fluoro-benzyl)-4-[3-(4,4,5,5-tetramethyl-[1,3,2]dioxaborolan-2-yl)-indole-1-sulfonyl]-benzamide), BrC=1C=CC(=NC1)F (5-Bromo-2-fluoro-pyridine), [F-].[Cs+] (CsF). The reagents and catalysts are C=1C=CC(=CC1)[P](C=2C=CC=CC2)(C=3C=CC=CC3)[Pd]([P](C=4C=CC=CC4)(C=5C=CC=CC5)C=6C=CC=CC6)([P](C=7C=CC=CC7)(C=8C=CC=CC8)C=9C=CC=CC9)[P](C=1C=CC=CC1)(C=1C=CC=CC1)C=1C=CC=CC1 (Pd(Ph3P)4). Solvent: CN(C)C=O (DMF), O (water). The product is FC1=CC=C(CNC(C2=CC=C(C=C2)S(=O)(=O)N2C=C(C3=CC=CC=C23)C=2C=NC(=CC2)F)=O)C=C1 (N-(4-Fluoro-benzyl)-4-[3-(6-fluoro-pyridin-3-yl)-indole-1-sulfonyl]-benzamide). Isolated yield 69.5%. RXN SMILES: [F:1][C:2]1[CH:38]=[CH:37][C:5]([CH2:6][NH:7][C:8](=[O:36])[C:9]2[CH:14]=[CH:13][C:12]([S:15]([N:18]3[C:26]4[C:21](=[CH:22][CH:23]=[CH:24][CH:25]=4)[C:20](B4OC(C)(C)C(C)(C)O4)=[CH:19]3)(=[O:17])=[O:16])=[CH:11][CH:10]=2)=[CH:4][CH:3]=1.Br[C:40]1[CH:41]=[CH:42][C:43]([F:46])=[N:44][CH:45]=1.[F-].[Cs+]>CN(C=O)C.O.C1C=CC([P]([Pd]([P](C2C=CC=CC=2)(C2C=CC=CC=2)C2C=CC=CC=2)([P](C2C=CC=CC=2)(C2C=CC=CC=2)C2C=CC=CC=2)[P](C2C=CC=CC=2)(C2C=CC=CC=2)C2C=CC=CC=2)(C2C=CC=CC=2)C2C=CC=CC=2)=CC=1>[F:1][C:2]1[CH:38]=[CH:37][C:5]([CH2:6][NH:7][C:8](=[O:36])[C:9]2[CH:14]=[CH:13][C:12]([S:15]([N:18]3[C:26]4[C:21](=[CH:22][CH:23]=[CH:24][CH:25]=4)[C:20]([C:40]4[CH:45]=[N:44][C:43]([F:46])=[CH:42][CH:41]=4)=[CH:19]3)(=[O:17])=[O:16])=[CH:11][CH:10]=2)=[CH:4][CH:3]=1 |f:2.3,^1:58,60,79,98|. Procedure details: Combine N-(4-Fluoro-benzyl)-4-[3-(4,4,5,5-tetramethyl-[1,3,2]dioxaborolan-2-yl)-indole-1-sulfonyl]-benzamide (150 mg, 0.28 mmol), 5-Bromo-2-fluoro-pyridine (0.05 mL, 0.56 mmol), CsF (212 mg, 1.4 mmol) and Pd(Ph3P)4 (32 mg, 0.028 mmol) in 1.0 mL DMF and 0.100 mL of water. Evacuate the reaction vessel and place under an atmosphere of nitrogen. Heat the resulting reaction at 90 degrees 12 h. Load the reaction directly onto silica gel and purify by flash column chromatography (EtOAc/Hexanes) to yiel... Reactants: BrCCCN1C=2C=CC(=CC2C=2C3=C(C(=CC12)C1=CC=CC=C1)C(NC3=O)=O)O (6-(3-Bromopropyl)-9-hydroxy-4-phenylpyrrolo[3,4-c]carbazole-1,3(2H,6H)-dione), N1CCOCC1 (morpholine). Product: OC1=CC=2C=3C4=C(C(=CC3N(C2C=C1)CCCN1CCOCC1)C1=CC=CC=C1)C(NC4=O)=O (9-Hydroxy-6-[3-(4-morpholinyl)propyl]-4-phenylpyrrolo[3,4-c]carbazole-1,3(2H,6H)-dione). The yield is 72.0%. Reaction SMILES: Br[CH2:2][CH2:3][CH2:4][N:5]1[C:17]2[CH:16]=[C:15]([C:18]3[CH:23]=[CH:22][CH:21]=[CH:20][CH:19]=3)[C:14]3[C:24](=[O:28])[NH:25][C:26](=[O:27])[C:13]=3[C:12]=2[C:11]2[CH:10]=[C:9]([OH:29])[CH:8]=[CH:7][C:6]1=2.[NH:30]1[CH2:35][CH2:34][O:33][CH2:32][CH2:31]1>>[OH:29][C:9]1[CH:8]=[CH:7][C:6]2[N:5]([CH2:4][CH2:3][CH2:2][N:30]3[CH2:35][CH2:34][O:33][CH2:32][CH2:31]3)[C:17]3[CH:16]=[C:15]([C:18]4[CH:23]=[CH:22][CH:21]=[CH:20][CH:19]=4)[C:14]4[C:24](=[O:28])[NH:25][C:26](=[O:27])[C:13]=4[C:12]=3[C:11]=2[CH:10]=1. Procedure details: Bromide (204) (0.01 g, 0.22 mmol) prepared as described in example 173 was reacted with morpholine according to the procedure described in example 179 to give amine (210) (73 mg, 72%) as a yellow powder, mp 252–255° C. 1H NMR δ [(CD3)2SO] 11.04 (br s, 1H), 9.33 (s, 1H), 8.41 (d, J=2.5 Hz, 1H), 7.81 (s, 1H), 7.62 (m, 2H), 7.57 (d, J=8.9 Hz, 1H), 7.47 (m, 3H), 7.12 (dd, J=8.9, 2.5 Hz, 1H), 4.51 (t, J=6.3 Hz, 2H), 3.38 (t, J=4.0 Hz, 4H), 2.18 (br s, 4H), 2.14 (t, J=6.3 Hz, 2H), 1.93 (m, 2H). Found:... Run at time 3 hour. Reaction SMILES: [OH-].[Na+].[N+:3]([C:6]1[C:7]([CH2:21][C:22]([O:24]CC)=[O:23])=[C:8]2[C:12](=[CH:13][CH:14]=1)[N:11]([CH:15]1[CH2:20][CH2:19][CH2:18][CH2:17][O:16]1)[N:10]=[CH:9]2)([O-:5])=[O:4]>O1CCOCC1>[N+:3]([C:6]1[C:7]([CH2:21][C:22]([OH:24])=[O:23])=[C:8]2[C:12](=[CH:13][CH:14]=1)[N:11]([CH:15]1[CH2:20][CH2:19][CH2:18][CH2:17][O:16]1)[N:10]=[CH:9]2)([O-:5])=[O:4] |f:0.1|. Solvent: O1CCOCC1 (dioxane). The reactants are [OH-].[Na+] (sodium hydroxide), [N+](=O)([O-])C=1C(=C2C=NN(C2=CC1)C1OCCCC1)CC(=O)OCC (ethyl (5-nitro-1-tetrahydro-2H-pyran-2-yl-1H-indazol-4-yl)acetate). Procedure details: A 1N-aqueous sodium hydroxide solution (8.64 ml, 8.64 mmol) was added to a solution of ethyl (5-nitro-1-tetrahydro-2H-pyran-2-yl-1H-indazol-4-yl)acetate (1.92 g, 5.76 mmol) in dioxane (20 ml), and the resulting mixture was stirred at room temperature for 3 hours. The solvent was distilled off under reduced pressure, and water, ethyl acetate and 1N-hydrochloric acid were added to the residue. The resulting mixture was extracted with ethyl acetate, and the extract solution was washed with a satura... Yields the product [N+](=O)([O-])C=1C(=C2C=NN(C2=CC1)C1OCCCC1)CC(=O)O ((5-nitro-1-tetrahydro-2H-pyran-2-yl-1H-indazol-4-yl)acetic acid). The reactants are C1CCCCC1, NCCCNC1CCCCC1, O. The product is C1CCC(N2CCCNC2)CC1. RXN SMILES: [CH2:13]1[CH2:14][CH2:15][CH2:16][CH2:17][CH2:18]1.[CH:1]1([NH:7][CH2:8][CH2:9][CH2:10][NH2:11])[CH2:2][CH2:3][CH2:4][CH2:5][CH2:6]1.[OH2:12]>>[CH:1]1([N:7]2[CH2:8][CH2:9][CH2:10][NH:11][CH2:13]2)[CH2:2][CH2:3][CH2:4][CH2:5][CH2:6]1.